From a dataset of the Open Reaction Database (ORD), a public repository of structured organic reaction records. describe an organic reaction: reactants, conditions, products, and yield Reported procedure: To a stirred solution of 4-(6-methoxy-pyridin-3-yl)-benzoic acid (0.67 g, 2.54 mmol) in DMF (5 mL) is added DIPEA (0.44 mL, 2.54 mmol), TBTU (0.91 g, 2.54 mmol) and 2(R)-(3-Cyano-benzyl)-3(R)-amino-butyric acid methyl ester (0.59 g, 2.54 mmol). The solution is stirred overnight at room temperature. The reaction is diluted with EtOAc and washed with saturated sodium bicarbonate (3×), brine, dried over MgSO4, filtered and concentrated. The crude product is purified by flash chromatography (50% EtO... Run in CCOC(=O)C (EtOAc), CN(C)C=O (DMF). Product: COC([C@@H]([C@@H](C)NC(C1=CC=C(C=C1)C=1C=NC(=CC1)OC)=O)CC1=CC(=CC=C1)C#N)=O (2-(R)-(3-Cyano-benzyl)-3(R)-[4-(6-methoxy-pyridin-3-yl)-benzoylamino]-butyric acid methyl ester). Run at time 8 hour. RXN SMILES: [CH3:1][O:2][C:3]1[N:8]=[CH:7][C:6]([C:9]2[CH:17]=[CH:16][C:12]([C:13]([OH:15])=O)=[CH:11][CH:10]=2)=[CH:5][CH:4]=1.CCN(C(C)C)C(C)C.CN(C(ON1N=NC2C=CC=CC1=2)=[N+](C)C)C.[B-](F)(F)(F)F.[CH3:49][O:50][C:51](=[O:65])[C@H:52]([CH2:56][C:57]1[CH:62]=[CH:61][CH:60]=[C:59]([C:63]#[N:64])[CH:58]=1)[C@H:53]([NH2:55])[CH3:54]>CN(C=O)C.CCOC(C)=O>[CH3:49][O:50][C:51](=[O:65])[C@H:52]([CH2:56][C:57]1[CH:62]=[CH:61][CH:60]=[C:59]([C:63]#[N:64])[CH:58]=1)[C@H:53]([NH:55][C:13](=[O:15])[C:12]1[CH:11]=[CH:10][C:9]([C:6]2[CH:7]=[N:8][C:3]([O:2][CH3:1])=[CH:4][CH:5]=2)=[CH:17][CH:16]=1)[CH3:54] |f:2.3|. Reactants: COC1=CC=C(C=N1)C1=CC=C(C(=O)O)C=C1 (4-(6-methoxy-pyridin-3-yl)-benzoic acid), CCN(C(C)C)C(C)C (DIPEA), CN(C)C(=[N+](C)C)ON1C2=C(C=CC=C2)N=N1.[B-](F)(F)(F)F (TBTU), COC([C@@H]([C@@H](C)N)CC1=CC(=CC=C1)C#N)=O (2(R)-(3-Cyano-benzyl)-3(R)-amino-butyric acid methyl ester). The yield is 73.6%. Starting materials: O=C(O)CCc1ccc(OCc2ccccc2)cc1OCc1ccccc1, Cl, O=C(c1ccc(F)cc1)C1CCNCC1. Product: O=C(c1ccc(F)cc1)C1CCN(C(=O)CCc2ccc(OCc3ccccc3)cc2OCc2ccccc2)CC1. RXN SMILES: [CH2:17]([c:18]1[cH:19][cH:20][cH:21][cH:22][cH:23]1)[O:24][c:25]1[c:26]([CH2:39][CH2:40][C:41](=[O:42])[OH:43])[cH:27][cH:28][c:29]([O:31][CH2:32][c:33]2[cH:34][cH:35][cH:36][cH:37][cH:38]2)[cH:30]1.[ClH:1].[F:2][c:3]1[cH:4][cH:5][c:6]([C:7](=[O:8])[CH:9]2[CH2:10][CH2:11][NH:12][CH2:13][CH2:14]2)[cH:15][cH:16]1>>[F:2][c:3]1[cH:4][cH:5][c:6]([C:7](=[O:8])[CH:9]2[CH2:10][CH2:11][N:12]([C:41]([CH2:40][CH2:39][c:26]3[c:25]([O:24][CH2:17][c:18]4[cH:19][cH:20][cH:21][cH:22][cH:23]4)[cH:30][c:29]([O:31][CH2:32][c:33]4[cH:34][cH:35][cH:36][cH:37][cH:38]4)[cH:28][cH:27]3)=[O:42])[CH2:13][CH2:14]2)[cH:15][cH:16]1. Starting materials: Cc1[nH]c(C=O)c(C)c1CCC(=O)O, C1CCNCC1, CCO, O=C1Cc2cc(Cl)ccc2N1. Product: Cc1[nH]c(C=C2C(=O)Nc3ccc(Cl)cc32)c(C)c1CCC(=O)O. As a reaction SMILES: [C:1](=[O:2])([OH:3])[CH2:4][CH2:5][c:6]1[c:7]([CH3:14])[nH:8][c:9]([CH:12]=[O:13])[c:10]1[CH3:11].[CH2:26]1[CH2:27][CH2:28][NH:29][CH2:30][CH2:31]1.[CH3:32][CH2:33][OH:34].[Cl:15][c:16]1[cH:17][c:18]2[c:22]([cH:23][cH:24]1)[NH:21][C:20](=[O:25])[CH2:19]2>>[C:1](=[O:2])([OH:3])[CH2:4][CH2:5][c:6]1[c:7]([CH3:14])[nH:8][c:9]([CH:12]=[C:19]2[c:18]3[cH:17][c:16]([Cl:15])[cH:24][cH:23][c:22]3[NH:21][C:20]2=[O:25])[c:10]1[CH3:11]. The reactants are N1(C=NC=C1)C[C@H](C1=CC=CC=C1)OC1=C(C=2CCCC(C2C=C1)=O)CSC1=C(C(=O)O)C=CC=C1 (2-{[(2-{[(1S)-2-(1H-imidazol-1-yl)-1-phenylethyl]oxy}-5-oxo-5,6,7,8-tetrahydro-1-naphthalenyl)methyl]sulfanyl}benzoic acid), NCCO (2-aminoethanol). The product is OCCNC(C1=C(C=CC=C1)SCC1=C(C=CC=2C(CCCC12)=O)O[C@H](CN1C=NC=C1)C1=CC=CC=C1)=O (N-(2-Hydroxyethyl)-2-{[(2-{[(1S)-2-(1H-imidazol-1-yl)-1-phenylethyl]oxy}-5-oxo-5,6,7,8-tetrahydro-1-naphthalenyl)methyl]sulfanyl}benzamide). Isolated yield 55.4%. RXN SMILES: [N:1]1([CH2:6][C@@H:7]([O:14][C:15]2[CH:24]=[CH:23][C:22]3[C:21](=[O:25])[CH2:20][CH2:19][CH2:18][C:17]=3[C:16]=2[CH2:26][S:27][C:28]2[CH:36]=[CH:35][CH:34]=[CH:33][C:29]=2[C:30]([OH:32])=O)[C:8]2[CH:13]=[CH:12][CH:11]=[CH:10][CH:9]=2)[CH:5]=[CH:4][N:3]=[CH:2]1.[NH2:37][CH2:38][CH2:39][OH:40]>>[OH:40][CH2:39][CH2:38][NH:37][C:30](=[O:32])[C:29]1[CH:33]=[CH:34][CH:35]=[CH:36][C:28]=1[S:27][CH2:26][C:16]1[C:17]2[CH2:18][CH2:19][CH2:20][C:21](=[O:25])[C:22]=2[CH:23]=[CH:24][C:15]=1[O:14][C@@H:7]([C:8]1[CH:13]=[CH:12][CH:11]=[CH:10][CH:9]=1)[CH2:6][N:1]1[CH:5]=[CH:4][N:3]=[CH:2]1. Procedure: Using the method in Example 172, 2-{[(2-{[(1S)-2-(1H-imidazol-1-yl)-1-phenylethyl]oxy}-5-oxo-5,6,7,8-tetrahydro-1-naphthalenyl)methyl]sulfanyl}benzoic acid (50 mg, 0.10 mmol, 0.20M in DMF) and 2-aminoethanol (31 mg, 0.50 mmol, 1.0M in DMF) were combined to give 30 mg of the desired compound: Low resolution mass spectrum (LC-MS, APCI) m/z 542 [M+H]+. The reactants are C(C1=CC=CC=C1)OC1=C(N(C(=CC1=O)CC(F)(F)F)C)C (3-benzyloxy-1,2-dimethyl-6-(2,2,2-trifluoro-ethyl)-1H-pyridin-4-one). The reagents and catalysts are [Pd] (Pd/C). Run in CO (methanol). Reaction conditions: time 30 minute. The product is OC1=C(N(C(=CC1=O)CC(F)(F)F)C)C (3-hydroxy-1,2-dimethyl-6-(2,2,2-trifluoro-ethyl)-1H-pyridin-4-one). Yield: 52.0%. Reaction SMILES: C([O:8][C:9]1[C:14](=[O:15])[CH:13]=[C:12]([CH2:16][C:17]([F:20])([F:19])[F:18])[N:11]([CH3:21])[C:10]=1[CH3:22])C1C=CC=CC=1>CO.[Pd]>[OH:8][C:9]1[C:14](=[O:15])[CH:13]=[C:12]([CH2:16][C:17]([F:20])([F:18])[F:19])[N:11]([CH3:21])[C:10]=1[CH3:22]. Reported procedure: To a suspension of 3-benzyloxy-2-hydroxymethyl-1-methyl-6-(2,2,2-trifluoro-ethyl)-1H-pyridin-4-one (0.34 g, 1.04 mmol) in acetonitrile (15 mL), was added thionyl chloride (0.38 mL, 5.19 mmol) at room temperature. A clear solution resulted and the reaction was completed within 10 min. The reaction mixture was evaporated to dryness to give the crude 3-benzyloxy-2-chloromethyl-1-methyl-6-(2,2,2-trifluoro-ethyl)-1H-pyridin-4-one as an oil, which was taken up in ethanol (15 mL) to give a clear soluti... The reactants are CN1CCOCC1 (N-methyl morpholine), Cl.N1[C@H](C(=O)OCC2=CC=CC=C2)CCC1 (L-Proline, phenylmethyl ester, hydrochloride), Cl.CNCC(C(CC1=CC=CC=C1)NC(C1=CC=CC=C1)=O)=O ((±)-N-[3-(methylamino)-2-oxo-1-(phenylmethyl)propyl]benzamide, hydrochloride), C(=O)(Cl)Cl (phosgene), C1=CC=CC=C1 (benzene), CN1CCOCC1 (N-methyl morpholine). Solvent: C(Cl)Cl (methylene chloride). Run at time 30 minute. The product is C(C1=CC=CC=C1)(=O)NC(C(CN(C(=O)N1[C@H](C(=O)OCC2=CC=CC=C2)CCC1)C)=O)CC1=CC=CC=C1 ((±)-1-[[[3-(benzoylamino)-2-oxo-4-phenylbutyl]methylamino]carbonyl]-L-proline, phenylmethyl ester). The yield is 37.0%. RXN SMILES: Cl.[NH:2]1[CH2:16][CH2:15][CH2:14][C@H:3]1[C:4]([O:6][CH2:7][C:8]1[CH:13]=[CH:12][CH:11]=[CH:10][CH:9]=1)=[O:5].CN1CC[O:21][CH2:20]C1.C(Cl)(Cl)=O.[CH:28]1[CH:33]=[CH:32][CH:31]=[CH:30][CH:29]=1.Cl.[CH3:35][NH:36][CH2:37][C:38](=[O:56])[CH:39]([NH:47][C:48](=[O:55])C1C=CC=CC=1)[CH2:40][C:41]1[CH:46]=[CH:45][CH:44]=[CH:43][CH:42]=1>C(Cl)Cl>[C:48]([NH:47][CH:39]([CH2:40][C:41]1[CH:42]=[CH:43][CH:44]=[CH:45][CH:46]=1)[C:38](=[O:56])[CH2:37][N:36]([CH3:35])[C:20]([N:2]1[CH2:16][CH2:15][CH2:14][C@H:3]1[C:4]([O:6][CH2:7][C:8]1[CH:9]=[CH:10][CH:11]=[CH:12][CH:13]=1)=[O:5])=[O:21])(=[O:55])[C:28]1[CH:33]=[CH:32][CH:31]=[CH:30][CH:29]=1 |f:0.1,5.6|. Reported procedure: L-Proline, phenylmethyl ester, hydrochloride (300 mg., 1.25 mmole) is dissolved in 5 ml. of methylene chloride and N-methyl morpholine (0.35 ml., 3.13 mmole) is added. To this solution stirring at -20°, 12% phosgene solution in benzene (2 ml., approximately 1.9 mmole) is added. Stirring is continued at -20° for 30 minutes. The mixture is then evaporated, the residue is suspended in methylene chloride (5 ml.) and (±)-N-[3-(methylamino)-2-oxo-1-(phenylmethyl)propyl]benzamide, hydrochloride (250 mg... Reactants: Cc1cc(Br)cc(C)c1O[Si](C)(C)C(C)(C)C, [Li]CCCC, C1CCOC1, CCCCCC, [Cl-], [NH4+], O=C1Nc2ccccc2C1=O. The product is Cc1cc(C2(O)C(=O)Nc3ccccc32)cc(C)c1O[Si](C)(C)C(C)(C)C. Reaction SMILES: [Br:1][c:2]1[cH:3][c:4]([CH3:17])[c:5]([O:6][Si:7]([CH3:8])([CH3:9])[C:10]([CH3:11])([CH3:12])[CH3:13])[c:14]([CH3:16])[cH:15]1.[CH2:18]([Li:19])[CH2:20][CH2:21][CH3:22].[CH2:42]1[O:43][CH2:44][CH2:45][CH2:46]1.[CH3:23][CH2:24][CH2:25][CH2:26][CH2:27][CH3:28].[Cl-:40].[NH4+:41].[O:29]=[C:30]1[NH:31][c:32]2[cH:33][cH:34][cH:35][cH:36][c:37]2[C:38]1=[O:39]>>[c:2]1([C:38]2([OH:39])[C:30](=[O:29])[NH:31][c:32]3[cH:33][cH:34][cH:35][cH:36][c:37]32)[cH:3][c:4]([CH3:17])[c:5]([O:6][Si:7]([CH3:8])([CH3:9])[C:10]([CH3:11])([CH3:12])[CH3:13])[c:14]([CH3:16])[cH:15]1.